Dataset: the Open Reaction Database (ORD), a public repository of structured organic reaction records. Task: describe an organic reaction: reactants, conditions, products, and yield The reactants are FC=1C=C(CN(S(=O)(=O)C2=CC=C(C(=O)OC)C=C2)CC2=CC=C(C=C2)OC)C=CC1 (Methyl 4-(N-(3-fluorobenzyl)-N-(4-methoxybenzyl)sulfamoyl)benzoate), [OH-].[Na+] (NaOH). The solvent is CO.C1CCOC1 (MeOH THF). Conditions: time 8 hour. Product: FC=1C=C(CN(S(=O)(=O)C2=CC=C(C(=O)O)C=C2)CC2=CC=C(C=C2)OC)C=CC1 (4-(N-(3-fluorobenzyl)-N-(4-methoxybenzyl)sulfamoyl)benzoic acid). Yield: 31.2%. As a reaction SMILES: [F:1][C:2]1[CH:3]=[C:4]([CH:29]=[CH:30][CH:31]=1)[CH2:5][N:6]([CH2:20][C:21]1[CH:26]=[CH:25][C:24]([O:27][CH3:28])=[CH:23][CH:22]=1)[S:7]([C:10]1[CH:19]=[CH:18][C:13]([C:14]([O:16]C)=[O:15])=[CH:12][CH:11]=1)(=[O:9])=[O:8].[OH-].[Na+]>CO.C1COCC1>[F:1][C:2]1[CH:3]=[C:4]([CH:29]=[CH:30][CH:31]=1)[CH2:5][N:6]([CH2:20][C:21]1[CH:26]=[CH:25][C:24]([O:27][CH3:28])=[CH:23][CH:22]=1)[S:7]([C:10]1[CH:11]=[CH:12][C:13]([C:14]([OH:16])=[O:15])=[CH:18][CH:19]=1)(=[O:9])=[O:8] |f:1.2,3.4|. Procedure: Methyl 4-(N-(3-fluorobenzyl)-N-(4-methoxybenzyl)sulfamoyl)benzoate (500 mg, 1.12 mmol) was dissolved in MeOH/THF (1:1, 40 mL) and treated with a solution of aqueous NaOH (10 N, 8 ml). The mixture was stirred at ambient temperature overnight, then MeOH and THF were removed by rotary evaporation. The resulting aqueous solution was washed with EtOAc (10 mL) and acidified with 6 N aq HCl (˜15 mL) to pH˜4. The aqueous solution was extracted with EtOAc (3×, 40 mL) and the combined organic layers were ... Starting materials: C(C)(C)(C)OC(=O)N1[C@H](CNCC1)CCO (1-tert-butoxycarbonyl-2(S)-(2-hydroxyethyl)piperazine), CCN=C=NCCCN(C)C.Cl (EDC.HCl), C=1C=CC2=C(C1)N=NN2O (HOBT), C1=C(C=CC2=CC=CC=C12)C(=O)O (naphthalene-2-carboxylic acid), CN(C)C=O (DMF). Run in CCCCCC (hexane), C(C)N(CC)CC (Triethylamine), C(C)(=O)OCC (ethyl acetate). Conditions: time 8 hour. Product: C(C)(C)(C)OC(=O)N1[C@H](CN(CC1)C(=O)C1=CC=CC2=CC=CC=C12)CCO (1-tert-Butoxycarbonyl-2(S)-(2-hydroxy-ethyl)-4-naphthoylpiperazine). Reaction SMILES: [C:1]([O:5][C:6]([N:8]1[CH2:13][CH2:12][NH:11][CH2:10][C@@H:9]1[CH2:14][CH2:15][OH:16])=[O:7])([CH3:4])([CH3:3])[CH3:2].CCN=C=NCCCN(C)C.Cl.C1C=CC2N(O)N=NC=2C=1.[CH:39]1[C:48]2[C:43](=[CH:44][CH:45]=[CH:46][CH:47]=2)[CH:42]=[CH:41][C:40]=1C(O)=O.CN([CH:55]=[O:56])C>CCCCCC.C(OCC)(=O)C.C(N(CC)CC)C>[C:1]([O:5][C:6]([N:8]1[CH2:13][CH2:12][N:11]([C:55]([C:47]2[C:48]3[C:43](=[CH:42][CH:41]=[CH:40][CH:39]=3)[CH:44]=[CH:45][CH:46]=2)=[O:56])[CH2:10][C@@H:9]1[CH2:14][CH2:15][OH:16])=[O:7])([CH3:4])([CH3:3])[CH3:2] |f:1.2|. Procedure details: To a solution of 1-tert-butoxycarbonyl-2(S)-(2-hydroxyethyl)piperazine (0.479 g, 2.08 mmol) in DMF was added EDC.HCl (0.432 g, 2.25 mmol), HOBT (0.314 g, 2.05 mmol) and naphthalene-2-carboxylic acid (0.353 g, 2.05 mmol). Triethylamine was added to pH 7. The reaction was stirred overnight at room temperature. The DMF was removed in vacuo and the residue dissolved in 1:1 methanol-tetrahydrofuran and 5% sodium hydroxide added. The reaction was stirred several hours, the solvent evaporated and the r... The reactants are BrCCCCCBr, COC(=O)c1ccc(O)c(OC)c1, CC(C)=O, [K+], [K+], O=C([O-])[O-]. Yields the product COC(=O)c1ccc(OCCCCCBr)c(OC)c1. Reaction SMILES: [Br:20][CH2:21][CH2:22][CH2:23][CH2:24][CH2:25][Br:26].[CH3:1][O:2][C:3](=[O:4])[c:5]1[cH:6][cH:7][c:8]([OH:9])[c:10]([O:11][CH3:12])[cH:13]1.[CH3:27][C:28](=[O:29])[CH3:30].[K+:14].[K+:15].[O-:16][C:17]([O-:18])=[O:19]>>[CH3:1][O:2][C:3](=[O:4])[c:5]1[cH:6][cH:7][c:8]([O:9][CH2:25][CH2:24][CH2:23][CH2:22][CH2:21][Br:20])[c:10]([O:11][CH3:12])[cH:13]1. Reactants: COCC1(C)Oc2ccc(N)cc2C(n2ccccc2=O)C1O, CC(=O)OC(C)=O, c1ccncc1. Product: COCC1(C)Oc2ccc(NC(C)=O)cc2C(n2ccccc2=O)C1O. RXN SMILES: [CH3:1][O:2][CH2:3][C:4]1([CH3:23])[O:5][c:6]2[cH:7][cH:8][c:9]([NH2:22])[cH:10][c:11]2[CH:12]([n:15]2[c:16](=[O:21])[cH:17][cH:18][cH:19][cH:20]2)[CH:13]1[OH:14].[CH3:24][C:25](=[O:26])[O:27][C:28](=[O:29])[CH3:30].[cH:31]1[cH:32][cH:33][n:34][cH:35][cH:36]1>>[CH3:1][O:2][CH2:3][C:4]1([CH3:23])[O:5][c:6]2[cH:7][cH:8][c:9]([NH:22][C:25]([CH3:24])=[O:26])[cH:10][c:11]2[CH:12]([n:15]2[c:16](=[O:21])[cH:17][cH:18][cH:19][cH:20]2)[CH:13]1[OH:14]. Reactants: C(C1=CC=CC=C1)[C@@H]1[C@@H](CN(CC1)CCS(=O)(=O)C1=CC=C(C=C1)OC(C1=CC=C(C=C1)CNC(=O)OC(C)(C)C)=O)O (4-(tert-butoxycarbonylamino-methyl)-benzoic acid (3S,4S)-4-[2-(4-benzyl-3-hydroxy-piperidin-1-yl)-ethanesulfonyl]-phenyl ester). The solvent is C(=O)(C(F)(F)F)O (TFA). Product: C(C1=CC=CC=C1)[C@@H]1[C@@H](CN(CC1)CCS(=O)(=O)C1=CC=C(C=C1)OC(C1=CC=C(C=C1)CN)=O)O (4-aminomethyl-benzoic acid (3S,4S)-4-[2-(4-benzyl-3-hydroxy-piperidin-1-yl)-ethanesulfonyl]-phenyl ester). Yield: 67.0%. As a reaction SMILES: [CH2:1]([C@H:8]1[CH2:13][CH2:12][N:11]([CH2:14][CH2:15][S:16]([C:19]2[CH:24]=[CH:23][C:22]([O:25][C:26](=[O:42])[C:27]3[CH:32]=[CH:31][C:30]([CH2:33][NH:34]C(OC(C)(C)C)=O)=[CH:29][CH:28]=3)=[CH:21][CH:20]=2)(=[O:18])=[O:17])[CH2:10][C@H:9]1[OH:43])[C:2]1[CH:7]=[CH:6][CH:5]=[CH:4][CH:3]=1>C(O)(C(F)(F)F)=O>[CH2:1]([C@H:8]1[CH2:13][CH2:12][N:11]([CH2:14][CH2:15][S:16]([C:19]2[CH:24]=[CH:23][C:22]([O:25][C:26](=[O:42])[C:27]3[CH:28]=[CH:29][C:30]([CH2:33][NH2:34])=[CH:31][CH:32]=3)=[CH:21][CH:20]=2)(=[O:17])=[O:18])[CH2:10][C@H:9]1[OH:43])[C:2]1[CH:3]=[CH:4][CH:5]=[CH:6][CH:7]=1. Procedure: A solution of 200 mg 4-(tert-butoxycarbonylamino-methyl)-benzoic acid (3S,4S)-4-[2-(4-benzyl-3-hydroxy-piperidin-1-yl)-ethanesulfonyl]-phenyl ester in 3.8 ml TFA was stirred for 1 hour at 0° C. The solvent was removed under reduced pressure and the crude product was diluted in diethylether and 3 drops of a saturated HCl-solution in diethylether were added. Filtration yielded 120 mg (0.22 mmol, 67%) 4-aminomethyl-benzoic acid (3S,4S)-4-[2-(4-benzyl-3-hydroxy-piperidin-1-yl)-ethanesulfonyl]-phenyl...